From a dataset of the Open Reaction Database (ORD), a public repository of structured organic reaction records. describe an organic reaction: reactants, conditions, products, and yield Reactants: [H-].[H-].[H-].[H-].[Li+].[Al+3] (LiAlH4), [OH-].[Na+] (NaOH), C1CCOC1 (THF), N-methyl-p(1-adamantyloxy)aniline, C1CCOC1 (THF), C(=O)NC1=CC=C(C=C1)OC12CC3CC(CC(C1)C3)C2 (N-formyl-p-(1-adamantyloxy)aniline), amine. Solvent: O (H2O), O (H2O). Run at time 8 hour. Product: CNC1=CC=C(C=C1)OC12CC3CC(CC(C1)C3)C2 (N-Methyl-p-(1-adamantyloxy)aniline). RXN SMILES: [H-].[H-].[H-].[H-].[Li+].[Al+3].C1COCC1.[CH:12]([NH:14][C:15]1[CH:20]=[CH:19][C:18]([O:21][C:22]23[CH2:31][CH:26]4[CH2:27][CH:28]([CH2:30][CH:24]([CH2:25]4)[CH2:23]2)[CH2:29]3)=[CH:17][CH:16]=1)=O.[OH-].[Na+]>O>[CH3:12][NH:14][C:15]1[CH:16]=[CH:17][C:18]([O:21][C:22]23[CH2:31][CH:26]4[CH2:25][CH:24]([CH2:30][CH:28]([CH2:27]4)[CH2:29]2)[CH2:23]3)=[CH:19][CH:20]=1 |f:0.1.2.3.4.5,8.9|. Procedure details: To a stirred suspension of 1.30 g. LiAlH4 in 20 ml. THF there was added 9.17 g. (0.034 mole) of N-formyl-p-(1-adamantyloxy)aniline in 200 ml. THF. Following 8 hours heating at reflux the mixture was cooled in ice and treated in turn with 1.3 ml. each of H2O and 15% NaOH and 4.9 ml. H2O. The inorganic gel was removed on a filter and the filtrate taken to dryness. The residue was recrystallized from Me2CO:SSB to give 5.96 g. (79%) of amine, N-methyl-p(1-adamantyloxy)aniline m.p. 134°-136°. Procedure: 4.1 g (0.0073 mol) of 4-hydroxy-3-methyl-2-butenyl 2,5,7,8-tetramethyl-2-(4',8',12'-trimethyltridecyl)-6-chromanyl carbonate was dissolved in 80 ml of dichloromethane. To the obtained solution was added 2.6 g (0.012 mol) of m-chloroperbenzoic acid (purity: 80%) in small portions under ice-cooling and stirring. After the completion of the addition, the obtained mixture was further stirred at the same temperature for 1 hour. After filtering off the precipitate thus formed, the filtrate was poured ... Solvent: ClCCl (dichloromethane). Isolated yield 95.3%. Yields the product C(OCC1C(CO)(C)O1)(OC=1C(=C2CCC(OC2=C(C1C)C)(CCCC(CCCC(CCCC(C)C)C)C)C)C)=O (2,3-epoxy-4-hydroxy-3-methylbutyl 2,5,7,8-tetramethyl-2-(4',8',12'-trimethyltridecyl)-6-chromanyl carbonate). The reactants are ClC1=CC(=CC=C1)C(=O)OO (m-chloroperbenzoic acid), C(OCC=C(CO)C)(OC=1C(=C2CCC(OC2=C(C1C)C)(CCCC(CCCC(CCCC(C)C)C)C)C)C)=O (4-hydroxy-3-methyl-2-butenyl 2,5,7,8-tetramethyl-2-(4',8',12'-trimethyltridecyl)-6-chromanyl carbonate), S(=O)([O-])S(=O)[O-].[Na+].[Na+] (sodium hydrosulfite). Reaction SMILES: [C:1](=[O:40])([O:9][C:10]1[C:11]([CH3:39])=[C:12]2[C:17](=[C:18]([CH3:21])[C:19]=1[CH3:20])[O:16][C:15]([CH3:38])([CH2:22][CH2:23][CH2:24][CH:25]([CH3:37])[CH2:26][CH2:27][CH2:28][CH:29]([CH3:36])[CH2:30][CH2:31][CH2:32][CH:33]([CH3:35])[CH3:34])[CH2:14][CH2:13]2)[O:2][CH2:3][CH:4]=[C:5]([CH3:8])[CH2:6][OH:7].ClC1C=CC=C(C(OO)=[O:49])C=1.S(S([O-])=O)([O-])=O.[Na+].[Na+]>ClCCl>[C:1](=[O:40])([O:9][C:10]1[C:11]([CH3:39])=[C:12]2[C:17](=[C:18]([CH3:21])[C:19]=1[CH3:20])[O:16][C:15]([CH3:38])([CH2:22][CH2:23][CH2:24][CH:25]([CH3:37])[CH2:26][CH2:27][CH2:28][CH:29]([CH3:36])[CH2:30][CH2:31][CH2:32][CH:33]([CH3:35])[CH3:34])[CH2:14][CH2:13]2)[O:2][CH2:3][CH:4]1[O:49][C:5]1([CH3:8])[CH2:6][OH:7] |f:2.3.4|.